This data is from the Open Reaction Database (ORD), a public repository of structured organic reaction records. The task is: describe an organic reaction: reactants, conditions, products, and yield Reactants: C1CCOC1, CCO, CCOC(=O)c1cc2c([nH]1)C(C)CC2, [Li+], [OH-]. Yields the product CC1CCc2cc(C(=O)O)[nH]c21. As a reaction SMILES: [CH2:20]1[O:21][CH2:22][CH2:23][CH2:24]1.[CH3:17][CH2:18][OH:19].[CH3:1][CH:2]1[CH2:3][CH2:4][c:5]2[c:6]1[nH:7][c:8]([C:10](=[O:11])[O:12][CH2:13][CH3:14])[cH:9]2.[Li+:15].[OH-:16]>>[CH3:1][CH:2]1[CH2:3][CH2:4][c:5]2[c:6]1[nH:7][c:8]([C:10](=[O:11])[OH:12])[cH:9]2. The reactants are C(C)(C)(C)OC(NC1=C(C=C(C=C1)C1=CC=CC=C1)NC(CC(C1=CSC=C1)=O)=O)=O ([3-(3-oxo-3-thiophen-3-yl-propionylamino)-biphenyl-4-yl]-carbamic acid tert.-butyl ester), C(=O)(C(F)(F)F)O (TFA). Solvent: C(Cl)Cl (CH2Cl2). Product: C1(=CC=CC=C1)C=1C=CC2=C(NC(CC(=N2)C2=CSC=C2)=O)C1 (8-Phenyl-4-thiophen-3-yl-1,3-dihydro-benzo[b][1,4]diazepin-2-one). Yield: 66.6%. As a reaction SMILES: C(OC(=O)[NH:7][C:8]1[CH:13]=[CH:12][C:11]([C:14]2[CH:19]=[CH:18][CH:17]=[CH:16][CH:15]=2)=[CH:10][C:9]=1[NH:20][C:21](=[O:30])[CH2:22][C:23](=O)[C:24]1[CH:28]=[CH:27][S:26][CH:25]=1)(C)(C)C.C(O)(C(F)(F)F)=O>C(Cl)Cl>[C:14]1([C:11]2[CH:12]=[CH:13][C:8]3[N:7]=[C:23]([C:24]4[CH:28]=[CH:27][S:26][CH:25]=4)[CH2:22][C:21](=[O:30])[NH:20][C:9]=3[CH:10]=2)[CH:19]=[CH:18][CH:17]=[CH:16][CH:15]=1. Procedure details: Prepared from [3-(3-oxo-3-thiophen-3-yl-propionylamino)-biphenyl-4-yl]-carbamic acid tert.-butyl ester (Example K14) (110 mg, 0.25 mmol) by treatment with TFA in CH2Cl2 according to the general procedure M. Obtained as a light yellow solid (53 mg). The reactants are [H][H] (hydrogen), C([O-])([O-])=O.[K+].[K+] (potassium carbonate), CC1(NC(CC(C1)=O)(C)C)C (2,2,6,6-tetramethyl-4-piperidone), [Cl-].[NH4+] (ammonium chloride). The reagents and catalysts are [Pt]=O (platinum oxide). The solvent is CO (methanol). Yields the product CC1(NC(CC(C1)NC1CC(NC(C1)(C)C)(C)C)(C)C)C (Bis(2,2,6,6-tetramethyl-4-piperidyl)amine), oil. RXN SMILES: [CH3:1][C:2]1([CH3:11])[CH2:7][C:6](=O)[CH2:5][C:4]([CH3:10])([CH3:9])[NH:3]1.[Cl-].[NH4+:13].[H][H].C(=O)([O-])[O-].[K+].[K+]>CO.[Pt]=O>[CH3:1][C:2]1([CH3:11])[CH2:7][CH:6]([NH:13][CH:6]2[CH2:5][C:4]([CH3:10])([CH3:9])[NH:3][C:2]([CH3:11])([CH3:1])[CH2:7]2)[CH2:5][C:4]([CH3:10])([CH3:9])[NH:3]1 |f:1.2,4.5.6|. Procedure: 1.0 g of platinum oxide was added to a suspension of 50.0 g of 2,2,6,6-tetramethyl-4-piperidone and 109 g of ammonium chloride in 200 ml of methanol. The resulting mixture was then hydrogenated in a hydrogen atmosphere, employing a Parr hydrogenation apparatus at room temperature for 8 hours. At the end of this time, the reaction mixture was poured into an aqueous solution of potassium carbonate. The platinum catalyst was filtered off and the filtrate was extracted with benzene. The extract was ...